Dataset: the Open Reaction Database (ORD), a public repository of structured organic reaction records. Task: describe an organic reaction: reactants, conditions, products, and yield Starting materials: ClCCl, CCn1cc(NC(=O)Cc2ccc(Oc3ccnc4ccc(C(=O)O)cc34)cc2OC)cn1, CCOCC, CN, O=C(Cl)C(=O)Cl. Product: CCn1cc(NC(=O)Cc2ccc(Oc3ccnc4ccc(C(=O)NC)cc34)cc2OC)cn1. Reaction SMILES: [CH2:47]([Cl:48])[Cl:49].[CH2:7]([CH3:8])[n:9]1[n:10][cH:11][c:12]([NH:14][C:15]([CH2:16][c:17]2[c:18]([O:37][CH3:38])[cH:19][c:20]([O:23][c:24]3[cH:25][cH:26][n:27][c:28]4[cH:29][cH:30][c:31]([C:34](=[O:35])[OH:36])[cH:32][c:33]34)[cH:21][cH:22]2)=[O:39])[cH:13]1.[CH3:40][CH2:41][O:42][CH2:43][CH3:44].[CH3:45][NH2:46].[Cl:1][C:2]([C:3]([Cl:4])=[O:5])=[O:6]>>[CH2:7]([CH3:8])[n:9]1[n:10][cH:11][c:12]([NH:14][C:15]([CH2:16][c:17]2[c:18]([O:37][CH3:38])[cH:19][c:20]([O:23][c:24]3[cH:25][cH:26][n:27][c:28]4[cH:29][cH:30][c:31]([C:34](=[O:36])[NH:46][CH3:45])[cH:32][c:33]34)[cH:21][cH:22]2)=[O:39])[cH:13]1. Procedure: A mixture of thieno[3,2-c]pyridine (13.5 g; 0.10 mole) and phenacyl bromide (19.9 g) (0.10 mole) in acetone (200 ml) is stirred for two hours at room temperature. Starting materials: S1C=CC=2C=NC=CC21 (thieno[3,2-c]pyridine), C(C(=O)C1=CC=CC=C1)Br (phenacyl bromide). Product: [Br-].C(C(=O)C1=CC=CC=C1)[N+]1=CC2=C(C=C1)SC=C2 (5-phenacyl-thieno[3,2-c]pyridinium bromide). As a reaction SMILES: [S:1]1[C:9]2[CH:8]=[CH:7][N:6]=[CH:5][C:4]=2[CH:3]=[CH:2]1.[CH2:10]([Br:19])[C:11]([C:13]1[CH:18]=[CH:17][CH:16]=[CH:15][CH:14]=1)=[O:12]>CC(C)=O>[Br-:19].[CH2:10]([N+:6]1[CH:7]=[CH:8][C:9]2[S:1][CH:2]=[CH:3][C:4]=2[CH:5]=1)[C:11]([C:13]1[CH:18]=[CH:17][CH:16]=[CH:15][CH:14]=1)=[O:12] |f:3.4|. Solvent: CC(=O)C (acetone). Run at time 2 hour.